Dataset: the Open Reaction Database (ORD), a public repository of structured organic reaction records. Task: describe an organic reaction: reactants, conditions, products, and yield Reactants: NC1=CC=C(CC2=CC3=C(N=C(N=C3)C#N)N2CC(C)(C)C)C=C1 (6-(4-amino-benzyl)-7-(2,2-dimethyl-propyl)-7H-pyrrolo[2,3-d]pyrimidine-2-carbonitrile), C1(CCC(=O)O1)=O (succinic anhydride). Solvent: C1CCOC1 (THF). Conditions: time 16 hour. Product: C(#N)C=1N=CC2=C(N1)N(C(=C2)CC2=CC=C(C=C2)NC(CCC(=O)O)=O)CC(C)(C)C (N-{4-[2-Cyano-7-(2,2-dimethyl-propyl)-7H-pyrrolo[2,3-d]pyrimidin-6-ylmethyl]-phenyl}-succinamic acid). RXN SMILES: [NH2:1][C:2]1[CH:24]=[CH:23][C:5]([CH2:6][C:7]2[N:17]([CH2:18][C:19]([CH3:22])([CH3:21])[CH3:20])[C:10]3[N:11]=[C:12]([C:15]#[N:16])[N:13]=[CH:14][C:9]=3[CH:8]=2)=[CH:4][CH:3]=1.[C:25]1(=[O:31])[O:30][C:28](=[O:29])[CH2:27][CH2:26]1>C1COCC1>[C:15]([C:12]1[N:13]=[CH:14][C:9]2[CH:8]=[C:7]([CH2:6][C:5]3[CH:4]=[CH:3][C:2]([NH:1][C:25](=[O:31])[CH2:26][CH2:27][C:28]([OH:30])=[O:29])=[CH:24][CH:23]=3)[N:17]([CH2:18][C:19]([CH3:21])([CH3:20])[CH3:22])[C:10]=2[N:11]=1)#[N:16]. Procedure: To a solution of 6-(4-amino-benzyl)-7-(2,2-dimethyl-propyl)-7H-pyrrolo[2,3-d]pyrimidine-2-carbonitrile (0.626 mmol) in THF (3 ml), succinic anhydride (0.626 mmol) is added. The reaction mixture is stirred at room temperature for 16 h. The reaction mixture is concentrated under vacuum. Purification of the residue by silica gel column chromatography affords the title compound in quantitative yield. Reactants: COC=1C=C(C=CC1OC)C1=NNC([C@H]2CCCC[C@@H]12)=O ((cis)-4-(3,4-Dimethoxyphenyl)-4a,5,6,7,8,8a-hexahydro-2H-phthalazin-1-one), COC1=CC=C(CCl)C=C1 (4-methoxybenzylchloride), C(C1=CC=CC=C1)N1C([C@H]2CCCC[C@H]2C(=N1)C1=CC(=C(C=C1)OC)OC)=O ((cis)-2-Benzyl-4-(3,4-dimethoxyphenyl)-4a,5,6,7,8,8a-hexahydro-2H-phthalazin-1-one). The product is COC=1C=C(C=CC1OC)C1=NN(C([C@H]2CCCC[C@@H]12)=O)CC1=CC=C(C=C1)OC ((cis)-4-(3,4-Dimethoxyphenyl)-2-(4-methoxybenzyl)-4a,5,6,7,8,8a-hexahydro-2H-phthalazin-1-one). RXN SMILES: [CH3:1][O:2][C:3]1[CH:4]=[C:5]([C:11]2[C@H:20]3[C@H:15]([CH2:16][CH2:17][CH2:18][CH2:19]3)[C:14](=[O:21])[NH:13][N:12]=2)[CH:6]=[CH:7][C:8]=1[O:9][CH3:10].[CH3:22][O:23][C:24]1[CH:31]=[CH:30][C:27]([CH2:28]Cl)=[CH:26][CH:25]=1.C(N1N=C(C2C=CC(OC)=C(OC)C=2)[C@H]2[C@H](CCCC2)C1=O)C1C=CC=CC=1>>[CH3:1][O:2][C:3]1[CH:4]=[C:5]([C:11]2[C@H:20]3[C@H:15]([CH2:16][CH2:17][CH2:18][CH2:19]3)[C:14](=[O:21])[N:13]([CH2:28][C:27]3[CH:30]=[CH:31][C:24]([O:23][CH3:22])=[CH:25][CH:26]=3)[N:12]=2)[CH:6]=[CH:7][C:8]=1[O:9][CH3:10]. Procedure: Prepared from compound 1 and 4-methoxybenzylchloride as described for compound 78. Crystallized from diethyl ether. M.p. 77°-78° C. Reactants: CCN(CC)C(=O)Nc1ccc(S(=O)(=O)Cl)cc1, CCOC(C)=O, ClCCl, NC1(c2ccccc2)C(=O)Nc2cc(Cl)c(Cl)cc21. Yields the product CCN(CC)C(=O)Nc1ccc(S(=O)(=O)N2C(=O)C(N)(c3ccccc3)c3cc(Cl)c(Cl)cc32)cc1. As a reaction SMILES: [CH2:20]([CH3:21])[N:22]([C:23]([NH:24][c:25]1[cH:26][cH:27][c:28]([S:31](=[O:32])(=[O:33])[Cl:34])[cH:29][cH:30]1)=[O:35])[CH2:36][CH3:37].[CH3:41][CH2:42][O:43][C:44]([CH3:45])=[O:46].[Cl:38][CH2:39][Cl:40].[NH2:1][C:2]1([c:14]2[cH:15][cH:16][cH:17][cH:18][cH:19]2)[C:3](=[O:13])[NH:4][c:5]2[cH:6][c:7]([Cl:12])[c:8]([Cl:11])[cH:9][c:10]21>>[NH2:1][C:2]1([c:14]2[cH:15][cH:16][cH:17][cH:18][cH:19]2)[C:3](=[O:13])[N:4]([S:31]([c:28]2[cH:27][cH:26][c:25]([NH:24][C:23]([N:22]([CH2:20][CH3:21])[CH2:36][CH3:37])=[O:35])[cH:30][cH:29]2)(=[O:32])=[O:33])[c:5]2[cH:6][c:7]([Cl:12])[c:8]([Cl:11])[cH:9][c:10]21. Reactants: COC([C@H](C(C)C)NC(=O)[C@H]1N(C[C@H](C1)S)S(=O)(=O)C1=CC2=CC=CC=C2C=C1)=O ((S)-2-[[(2S,4S)-4-Mercapto-1-(naphthalene-2-sulfonyl)-pyrrolidine-2-carbonyl]-amino]-3-methyl-butyric acid methyl ester), [Li+].[OH-] (LiOH). Yields the product S[C@H]1C[C@H](N(C1)S(=O)(=O)C1=CC2=CC=CC=C2C=C1)C(=O)N[C@H](C(=O)O)C(C)C ((S)-2-[[(2S,4S)-4-Mercapto-1-(naphthalene-2-sulfonyl)-pyrrolidine-2-carbonyl]-amino]-3-methyl-butyric acid). Reaction SMILES: C[O:2][C:3](=[O:30])[C@@H:4]([NH:8][C:9]([C@@H:11]1[CH2:15][C@H:14]([SH:16])[CH2:13][N:12]1[S:17]([C:20]1[CH:29]=[CH:28][C:27]2[C:22](=[CH:23][CH:24]=[CH:25][CH:26]=2)[CH:21]=1)(=[O:19])=[O:18])=[O:10])[CH:5]([CH3:7])[CH3:6].[Li+].[OH-]>>[SH:16][C@@H:14]1[CH2:13][N:12]([S:17]([C:20]2[CH:29]=[CH:28][C:27]3[C:22](=[CH:23][CH:24]=[CH:25][CH:26]=3)[CH:21]=2)(=[O:19])=[O:18])[C@H:11]([C:9]([NH:8][C@@H:4]([CH:5]([CH3:7])[CH3:6])[C:3]([OH:30])=[O:2])=[O:10])[CH2:15]1 |f:1.2|. Procedure details: (S)-2-[[(2S,4S)-4-Mercapto-1-(naphthalene-2-sulfonyl)-pyrrolidine-2-carbonyl]-amino]-3-methyl-butyric acid methyl ester was treated with 0.1M LiOH according to general procedure 5.2. to yield (S)-2-[[(2S,4S)-4-Mercapto-1-(naphthalene-2-sulfonyl)-pyrrolidine-2-carbonyl]-amino]-3-methyl-butyric acid as white foam, MS: 437 (MH+). The reactants are ClC1=CC=C(CNC(=O)C2=CN(C3=C(C=C(C=C3C2=O)CN2CCOCC2)I)C)C=C1 (N-(4-chlorobenzyl)-8-iodo-1-methyl-6-(morpholin-4-ylmethyl)-4-oxo-1,4-dihydroquinoline-3-carboxamide), C(C)NCC (diethylamine), C(#C)C=1C=NC=CC1 (3-ethynylpyridine). The reagents and catalysts are [Cu]I (copper (I) iodide), Cl[Pd]([P](C1=CC=CC=C1)(C2=CC=CC=C2)C3=CC=CC=C3)([P](C4=CC=CC=C4)(C5=CC=CC=C5)C6=CC=CC=C6)Cl (dichlorobis(triphenylphosphine)palladium). Solvent: CN(C=O)C (dimethylformamide). Reaction conditions: time 2 day. The product is ClC1=CC=C(CNC(=O)C2=CN(C3=C(C=C(C=C3C2=O)CN2CCOCC2)C#CC=2C=NC=CC2)C)C=C1 (N-(4-chlorobenzyl)-1-methyl-6-(morpholin-4-ylmethyl)-4-oxo-8-(pyridin-3-ylethynyl)-1,4-dihydroquinoline-3-carboxamide). Yield: 86.0%. RXN SMILES: [Cl:1][C:2]1[CH:31]=[CH:30][C:5]([CH2:6][NH:7][C:8]([C:10]2[C:19](=[O:20])[C:18]3[C:13](=[C:14](I)[CH:15]=[C:16]([CH2:21][N:22]4[CH2:27][CH2:26][O:25][CH2:24][CH2:23]4)[CH:17]=3)[N:12]([CH3:29])[CH:11]=2)=[O:9])=[CH:4][CH:3]=1.[C:32]([C:34]1[CH:35]=[N:36][CH:37]=[CH:38][CH:39]=1)#[CH:33].C(NCC)C>[Cu]I.Cl[Pd](Cl)([P](C1C=CC=CC=1)(C1C=CC=CC=1)C1C=CC=CC=1)[P](C1C=CC=CC=1)(C1C=CC=CC=1)C1C=CC=CC=1.CN(C)C=O>[Cl:1][C:2]1[CH:31]=[CH:30][C:5]([CH2:6][NH:7][C:8]([C:10]2[C:19](=[O:20])[C:18]3[C:13](=[C:14]([C:33]#[C:32][C:34]4[CH:35]=[N:36][CH:37]=[CH:38][CH:39]=4)[CH:15]=[C:16]([CH2:21][N:22]4[CH2:27][CH2:26][O:25][CH2:24][CH2:23]4)[CH:17]=3)[N:12]([CH3:29])[CH:11]=2)=[O:9])=[CH:4][CH:3]=1 |^1:49,68|. Procedure details: A flame-dried flask under an atmosphere of nitrogen gas containing N-(4-chlorobenzyl)-8-iodo-1-methyl-6-(morpholin-4-ylmethyl)-4-oxo-1,4-dihydroquinoline-3-carboxamide (Preparation # 15) (0.28 g) is treated with copper (I) iodide (0.01 g), dichlorobis(triphenylphosphine)palladium (II) (0.03 g) and 3-ethynylpyridine (0.10 g). The solids are treated with dimethylformamide (DMF) (3 mL) and diethylamine (3 mL). The resulting suspension is stirred for 2 days and is then concentrated under reduced pre... Starting materials: C[O-].[K+] (potassium methylate), CO (methanol), C(C)O (ethanol), C1(CCCCCCCCCCC1)=O (cyclododecanone), C(OCC)(OCC)=O (diethyl carbonate). Yields the product C(CCCCCCCCCCCC(=O)OCC)(=O)OCC (diethyl brassylate). The yield is 93.0%. As a reaction SMILES: C[O-:2].[K+].[C:4]1(=[O:16])[CH2:15][CH2:14][CH2:13][CH2:12][CH2:11][CH2:10][CH2:9][CH2:8][CH2:7][CH2:6][CH2:5]1.[C:17](=O)([O:21]CC)[O:18][CH2:19][CH3:20].CO.[CH2:27](O)[CH3:28]>>[C:4]([O:16][CH2:27][CH3:28])(=[O:2])[CH2:15][CH2:14][CH2:13][CH2:12][CH2:11][CH2:10][CH2:9][CH2:8][CH2:7][CH2:6][CH2:5][C:17]([O:18][CH2:19][CH3:20])=[O:21] |f:0.1|. Procedure: The procedure of Example 2 was followed, except that 100 g (1.2 mol) of potassium methylate, 728 g (4 mol) of cyclododecanone and 849 g (7.2 mol) of diethyl carbonate were fed to the first reactor per hour. Instead of 100 g/h of methanol, 120 g/h of ethanol were fed to the reactor. 1116 g of diethyl brassylate were obtained per hour, equivalent to a yield of 93% of theory, based on cyclododecanone used. Isolated yield 47.6%. The reactants are O1CCCC1 (tetrahydrofuran), C=O (paraformaldehyde), BrC1=C(C=C(C=C1)F)C (1-bromo-4-fluoro-2-methylbenzene), [Mg] (magnesium). Procedure: To a stirred and refluxing Grignard-complex, previously prepared starting from 39.7 parts of 1-bromo-4-fluoro-2-methylbenzene and 5.1 parts of magnesium in 225 parts of tetrahydrofuran, are added portionwise 8.4 parts of paraformaldehyde. Upon completion, stirring is continued for 1 hour at reflux. The reaction mixture is cooled and poured onto a mixture of crushed ice and acetic acid. The product is extracted with trichloromethane. The extract is dried, filtered and evaporated. The residue is d... As a reaction SMILES: Br[C:2]1[CH:7]=[CH:6][C:5]([F:8])=[CH:4][C:3]=1[CH3:9].[Mg].[O:11]1CCC[CH2:12]1.C=O>C(O)(=O)C>[F:8][C:5]1[CH:6]=[CH:7][C:2]([CH2:12][OH:11])=[C:3]([CH3:9])[CH:4]=1. Reaction conditions: time 1 hour. Product: 14, FC1=CC(=C(C=C1)CO)C (4-fluoro-2-methylbenzenemethanol). Run in C(C)(=O)O (acetic acid). Starting materials: O=[N+]([O-])c1ccccc1OCCN1CCC(O)CC1, O=[N+]([O-])c1ccccc1OCCCN1CCC(O)CC1, BrC(c1ccccc1)c1ccccc1. RXN SMILES: [OH:15][CH:16]1[CH2:17][CH2:18][N:19]([CH2:22][CH2:23][O:24][c:25]2[c:26]([N+:31](=[O:32])[O-:33])[cH:27][cH:28][cH:29][cH:30]2)[CH2:20][CH2:21]1.[OH:34][CH:35]1[CH2:36][CH2:37][N:38]([CH2:39][CH2:40][CH2:41][O:42][c:43]2[cH:44][cH:45][cH:46][cH:47][c:48]2[N+:49]([O-:50])=[O:51])[CH2:52][CH2:53]1.[c:1]1([CH:7]([c:8]2[cH:9][cH:10][cH:11][cH:12][cH:13]2)[Br:14])[cH:2][cH:3][cH:4][cH:5][cH:6]1>>[c:1]1([CH:7]([c:8]2[cH:9][cH:10][cH:11][cH:12][cH:13]2)[O:15][CH:16]2[CH2:17][CH2:18][N:19]([CH2:22][CH2:23][O:24][c:25]3[c:26]([N+:31](=[O:32])[O-:33])[cH:27][cH:28][cH:29][cH:30]3)[CH2:20][CH2:21]2)[cH:2][cH:3][cH:4][cH:5][cH:6]1. The product is O=[N+]([O-])c1ccccc1OCCN1CCC(OC(c2ccccc2)c2ccccc2)CC1.